From a dataset of the Open Reaction Database (ORD), a public repository of structured organic reaction records. describe an organic reaction: reactants, conditions, products, and yield Starting materials: Cl (HCl), [Li+].[OH-] (LiOH), O=C1NC2=C(CCN1C1CCN(CC1)C(=O)O[C@@H](C(=O)N1CCC(CC1)C1CCN(CC1)CC(=O)OCC)CC1=CC3=C(NC(O3)=O)C(=C1)C)C=CC=C2 ((R)-2-(1′-ethoxycarbonylmethyl-4,4′-bipiperidinyl-1-yl)-1-(4-methyl-2-oxo-2,3-dihydrobenzoxazol-6-ylmethyl)-2-oxo-ethyl 4-(2-oxo-1,2,4,5-tetrahydro-1,3-benzodiazepin-3-yl)-piperidine-1-carboxylate). The solvent is O (water), C1CCOC1 (THF). Reaction conditions: time 1 hour. The product is O=C1NC2=C(CCN1C1CCN(CC1)C(=O)O[C@@H](C(=O)N1CCC(CC1)C1CCN(CC1)CC(=O)O)CC1=CC3=C(NC(O3)=O)C(=C1)C)C=CC=C2 ((R)-2-(1′-carboxymethyl-4,4′-bipiperidinyl-1-yl)-1-(4-methyl-2-oxo-2,3-dihydro-benzoxazol-6-ylmethyl)-2-oxo-ethyl 4-(2-oxo-1,2,4,5-tetrahydro-1,3-benzodiazepin-3-yl)-piperidine-1-carboxylate). RXN SMILES: [Li+].[OH-].[O:3]=[C:4]1[N:10]([CH:11]2[CH2:16][CH2:15][N:14]([C:17]([O:19][C@H:20]([CH2:41][C:42]3[CH:51]=[C:50]([CH3:52])[C:45]4[NH:46][C:47](=[O:49])[O:48][C:44]=4[CH:43]=3)[C:21]([N:23]3[CH2:28][CH2:27][CH:26]([CH:29]4[CH2:34][CH2:33][N:32]([CH2:35][C:36]([O:38]CC)=[O:37])[CH2:31][CH2:30]4)[CH2:25][CH2:24]3)=[O:22])=[O:18])[CH2:13][CH2:12]2)[CH2:9][CH2:8][C:7]2[CH:53]=[CH:54][CH:55]=[CH:56][C:6]=2[NH:5]1.Cl>O.C1COCC1>[O:3]=[C:4]1[N:10]([CH:11]2[CH2:16][CH2:15][N:14]([C:17]([O:19][C@H:20]([CH2:41][C:42]3[CH:51]=[C:50]([CH3:52])[C:45]4[NH:46][C:47](=[O:49])[O:48][C:44]=4[CH:43]=3)[C:21]([N:23]3[CH2:28][CH2:27][CH:26]([CH:29]4[CH2:34][CH2:33][N:32]([CH2:35][C:36]([OH:38])=[O:37])[CH2:31][CH2:30]4)[CH2:25][CH2:24]3)=[O:22])=[O:18])[CH2:13][CH2:12]2)[CH2:9][CH2:8][C:7]2[CH:53]=[CH:54][CH:55]=[CH:56][C:6]=2[NH:5]1 |f:0.1|. Reported procedure: A solution of 39 mg (1.61 mmol) LiOH in 5 mL water was added to a solution of 240 mg (0.32 mmol) (R)-2-(1′-ethoxycarbonylmethyl-4,4′-bipiperidinyl-1-yl)-1-(4-methyl-2-oxo-2,3-dihydrobenzoxazol-6-ylmethyl)-2-oxo-ethyl 4-(2-oxo-1,2,4,5-tetrahydro-1,3-benzodiazepin-3-yl)-piperidine-1-carboxylate in 10 mL THF and the reaction solution was stirred for 1 h at RT. 1.61 mL of 1 M HCl was added and the mixture was evaporated down i.vac. The residue was combined with a little water, stirred, the water was... The reactants are C1(=CC=CC=C1)CCC#C (4-phenyl-1-butyne), C[N+]1(CCOCC1)[O-] (N-methylmorpholine-N-oxide), alkene, C(C=C)Br (allyl bromide), [OH-].[K+] (KOH), diol. The reagents and catalysts are O=[Os](=O)(=O)=O (OsO4), [N+](CCCC)(CCCC)(CCCC)CCCC.[Cl-] (n-Bu4NCl). The solvent is C(Cl)Cl (CH2Cl2), O (water). Yields the product C1(=CC=CC=C1)CCC#CCC=O (6-phenyl-hex-3-ynal). As a reaction SMILES: [C:1]1([CH2:7][CH2:8][C:9]#[CH:10])[CH:6]=[CH:5][CH:4]=[CH:3][CH:2]=1.C(Br)C=C.[OH-].[K+].C[N+]1([O-])CC[O:21][CH2:20][CH2:19]1>[N+](CCCC)(CCCC)(CCCC)CCCC.[Cl-].O=[Os](=O)(=O)=O.O.C(Cl)Cl>[C:1]1([CH2:7][CH2:8][C:9]#[C:10][CH2:19][CH:20]=[O:21])[CH:6]=[CH:5][CH:4]=[CH:3][CH:2]=1 |f:2.3,5.6|. Procedure details: Reaction of 4-phenyl-1-butyne (5; commercially available from Lancaster Synthesis, Windham, N.H.) with allyl bromide under phase-transfer conditions (CH2Cl2, n-Bu4NCl, water, KOH), selective oxidation of the alkene moiety using catalytic OsO4/pyr and stoichiometric N-methylmorpholine-N-oxide, and oxidative cleavage of the resultant diol using NalO4 affords 6-phenyl-hex-3-ynal (6). Lithiation of phosphine oxide 7 [Katritzky, Alan R., Feng, Daming, Lang, Hengyuan J.Org.Chem., volume 62(12) page 41... The reactants are N[C@@H](C)C1=NC2=C(N1C1CC(C1)C#N)C=C(C=C2)F (3-[2-((S)-1-Aminoethyl)-6-fluorobenzoimidazol-1-yl]cyclobutanecarbonitrile), ClC1=C2N=CN(C2=NC=N1)C1OCCCC1 (6-chloro-9-(tetrahydropyran-2-yl)-9H-purine), CCN(C(C)C)C(C)C (DIPEA). Solvent: CC(C)O (2-propanol). Yields the product FC=1C=CC2=C(N(C(=N2)[C@H](C)NC2=C3N=CNC3=NC=N2)C2CC(C2)C#N)C1 (3-[6-fluoro-2-[(1S)-1-(9H-purin-6-ylamino)ethyl]benzimidazol-1-yl]cyclobutanecarbonitrile). Isolated yield 32.1%. As a reaction SMILES: [NH2:1][C@H:2]([C:4]1[N:8]([CH:9]2[CH2:12][CH:11]([C:13]#[N:14])[CH2:10]2)[C:7]2[CH:15]=[C:16]([F:19])[CH:17]=[CH:18][C:6]=2[N:5]=1)[CH3:3].Cl[C:21]1[N:29]=[CH:28][N:27]=[C:26]2[C:22]=1[N:23]=[CH:24][N:25]2C1CCCCO1.CCN(C(C)C)C(C)C>CC(O)C>[F:19][C:16]1[CH:17]=[CH:18][C:6]2[N:5]=[C:4]([C@@H:2]([NH:1][C:21]3[N:29]=[CH:28][N:27]=[C:26]4[C:22]=3[N:23]=[CH:24][NH:25]4)[CH3:3])[N:8]([CH:9]3[CH2:12][CH:11]([C:13]#[N:14])[CH2:10]3)[C:7]=2[CH:15]=1. Procedure details: 3-[2-((S)-1-Aminoethyl)-6-fluorobenzoimidazol-1-yl]cyclobutanecarbonitrile (0.075 g, 0.29 mmol), 6-chloro-9-(tetrahydropyran-2-yl)-9H-purine (0.070 g, 0.29 mmol) and DIPEA (0.26 mL, 1.45 mmol) in 2-propanol (5 mL) was stirred at 90° C. in a sealed microwave tube for 16 hours. After cooling, the reaction mixture was concentrated in vacuo and the residue loaded onto an Isolute® SCX-2 cartridge which was washed with DCM and MeOH, then the product eluted with 2M NH3/MeOH then concentrated in vacuo. ...